From a dataset of the Open Reaction Database (ORD), a public repository of structured organic reaction records. describe an organic reaction: reactants, conditions, products, and yield Starting materials: Cl.COC1=CC=C(CS[C@H]2C[C@H](N(C2)C(=O)OCC2=CC=C(C=C2)[N+](=O)[O-])C(=O)N2CCNCC2)C=C1 ((2S,4S)-4-(4-methoxy-benzylthio)-2-(1-piperazinylcarbonyl)-1-(4-nitrobenzyl-oxycarbonyl)pyrrolidine hydrochloride), [N+](=O)([O-])C1=CC=C(COC(=O)NC=N)C=C1 (N-(4-nitrobenzyloxycarbonyl)formamidine). The solvent is C(C)#N (acetonitrile). Reaction conditions: time 2 hour. The product is COC1=CC=C(CS[C@H]2C[C@H](N(C2)C(=O)OCC2=CC=C(C=C2)[N+](=O)[O-])C(=O)N2CCN(CC2)C=NC(=O)OCC2=CC=C(C=C2)[N+](=O)[O-])C=C1 ((2S,4S)-4-(4-Methoxybenzylthio)-2-[4-(N-4-nitro-benzyloxycarbonylformimidoyl)piperazin-1-ylcarbonyl]-1-(4-nitrobenzyl-oxycarbonyl)pyrrolidine). Yield: 76.0%. As a reaction SMILES: Cl.[CH3:2][O:3][C:4]1[CH:37]=[CH:36][C:7]([CH2:8][S:9][C@@H:10]2[CH2:14][N:13]([C:15]([O:17][CH2:18][C:19]3[CH:24]=[CH:23][C:22]([N+:25]([O-:27])=[O:26])=[CH:21][CH:20]=3)=[O:16])[C@H:12]([C:28]([N:30]3[CH2:35][CH2:34][NH:33][CH2:32][CH2:31]3)=[O:29])[CH2:11]2)=[CH:6][CH:5]=1.[N+:38]([C:41]1[CH:53]=[CH:52][C:44]([CH2:45][O:46][C:47]([NH:49][CH:50]=N)=[O:48])=[CH:43][CH:42]=1)([O-:40])=[O:39]>C(#N)C>[CH3:2][O:3][C:4]1[CH:5]=[CH:6][C:7]([CH2:8][S:9][C@@H:10]2[CH2:14][N:13]([C:15]([O:17][CH2:18][C:19]3[CH:20]=[CH:21][C:22]([N+:25]([O-:27])=[O:26])=[CH:23][CH:24]=3)=[O:16])[C@H:12]([C:28]([N:30]3[CH2:35][CH2:34][N:33]([CH:50]=[N:49][C:47]([O:46][CH2:45][C:44]4[CH:52]=[CH:53][C:41]([N+:38]([O-:40])=[O:39])=[CH:42][CH:43]=4)=[O:48])[CH2:32][CH2:31]3)=[O:29])[CH2:11]2)=[CH:36][CH:37]=1 |f:0.1|. Reported procedure: A suspension of 5.51 g of (2S,4S)-4-(4-methoxy-benzylthio)-2-(1-piperazinylcarbonyl)-1-(4-nitrobenzyl-oxycarbonyl)pyrrolidine hydrochloride [prepared as described in Preparation 1(ii)] and 2.45 g of N-(4-nitrobenzyloxycarbonyl)formamidine in 10 ml of dry acetonitrile was stirred for 2 hours on a water-bath kept at 50° C. At the end of this time, the reaction mixture was freed from impurities by filtration, and the filtrate was concentrated by evaporation under reduced pressure. The resulting res...